From a dataset of the Open Reaction Database (ORD), a public repository of structured organic reaction records. describe an organic reaction: reactants, conditions, products, and yield Starting materials: C(C)OC(C=CC1=C(C(=NC=C1CO)C)O)=O (3-(3-Hydroxy-5-hydroxymethyl-2-methyl-pyridin-4-yl)-acrylic acid ethyl ester). The reagents and catalysts are [Pd] (palladium on carbon). The solvent is C(C)(=O)OCC (ethyl acetate). Product: C(C)OC(CCC1=C(C(=NC=C1CO)C)O)=O (3-(3-Hydroxy-5-hydroxymethyl-2-methyl-pyridin-4-yl)-propionic acid ethyl ester). Isolated yield 72.5%. RXN SMILES: [CH2:1]([O:3][C:4](=[O:17])[CH:5]=[CH:6][C:7]1[C:12]([CH2:13][OH:14])=[CH:11][N:10]=[C:9]([CH3:15])[C:8]=1[OH:16])[CH3:2]>C(OCC)(=O)C.[Pd]>[CH2:1]([O:3][C:4](=[O:17])[CH2:5][CH2:6][C:7]1[C:12]([CH2:13][OH:14])=[CH:11][N:10]=[C:9]([CH3:15])[C:8]=1[OH:16])[CH3:2]. Procedure: The 3-(3-hydroxy-5-hydroxymethyl-2-methyl-pyridin-4-yl)-acrylic acid ethyl ester (34) (15.2 g, 64 mmol) in ethyl acetate (250 mL) was hydrogenated in the presence of 10% palladium on carbon (8.0 g) at room temperature overnight. The product was filtered through a celite pad and evaporated. The crude product thus obtained was purified by column chromatography on silica gel using a gradient mixture of ethyl acetate:hexane:methyl alcohol (7:7:1 to 4:4:1) to give 3-(3-hydroxy-5-hydroxymethyl-2-methy...